This data is from the Open Reaction Database (ORD), a public repository of structured organic reaction records. The task is: describe an organic reaction: reactants, conditions, products, and yield Reaction SMILES: [OH:1]C(C(=O)C=CC)C.[CH3:9][C:10]([CH2:15][CH2:16][CH3:17])([CH2:13][OH:14])[CH2:11][OH:12].[CH2:18]1[CH2:23][CH2:22][CH2:21][CH2:20][CH2:19]1>>[OH:1][CH2:18][CH2:19][C:20]1([CH:21]=[CH:22][CH3:23])[O:14][CH2:13][C:10]([CH3:9])([CH2:15][CH2:16][CH3:17])[CH2:11][O:12]1. Procedure details: 2.9 g of 2-hydroxyhex-4-en-3-one 63 (25 mmoles) and 3.3 g of 2-methyl-2-propylpropane-1.3-diol 24 (25 mmoles) are acetalized in 50 ml of cyclohexane by AAV 1. After distillation through a spinning band column, a clear light yellow oil is obtained. The reactants are OC(C)C(C=CC)=O (2-hydroxyhex-4-en-3-one), CC(CO)(CO)CCC (2-methyl-2-propylpropane-1,3-diol), C1CCCCC1 (cyclohexane). The product is OCCC1(OCC(CO1)(CCC)C)C=CC (2-hydroxyethyl-5-methyl-2-(1-propenyl)-5-propyl-1,3-dioxane). Starting materials: CCNC(=O)C1OC(n2cnc3c(NCC(c4ccccc4)c4ccccc4)nc(C(=O)NC4CCN(Cc5ccccc5)CC4)nc32)C(O)C1O, CCO, O=C[O-], [NH4+], [OH-], [OH-], [Pd+2]. Product: CCNC(=O)C1OC(n2cnc3c(NCC(c4ccccc4)c4ccccc4)nc(C(=O)NC4CCNCC4)nc32)C(O)C1O. RXN SMILES: [CH2:1]([c:2]1[cH:3][cH:4][cH:5][cH:6][cH:7]1)[N:8]1[CH2:9][CH2:10][CH:11]([NH:14][C:15](=[O:16])[c:17]2[n:18][c:19]([NH:38][CH2:39][CH:40]([c:41]3[cH:42][cH:43][cH:44][cH:45][cH:46]3)[c:47]3[cH:48][cH:49][cH:50][cH:51][cH:52]3)[c:20]3[n:21][cH:22][n:23]([CH:26]4[O:27][CH:28]([C:33](=[O:34])[NH:35][CH2:36][CH3:37])[CH:29]([OH:32])[CH:30]4[OH:31])[c:24]3[n:25]2)[CH2:12][CH2:13]1.[CH3:57][CH2:58][OH:59].[CH:53]([O-:54])=[O:55].[NH4+:56].[OH-:60].[OH-:62].[Pd+2:61]>>[NH:8]1[CH2:9][CH2:10][CH:11]([NH:14][C:15](=[O:16])[c:17]2[n:18][c:19]([NH:38][CH2:39][CH:40]([c:41]3[cH:42][cH:43][cH:44][cH:45][cH:46]3)[c:47]3[cH:48][cH:49][cH:50][cH:51][cH:52]3)[c:20]3[n:21][cH:22][n:23]([CH:26]4[O:27][CH:28]([C:33](=[O:34])[NH:35][CH2:36][CH3:37])[CH:29]([OH:32])[CH:30]4[OH:31])[c:24]3[n:25]2)[CH2:12][CH2:13]1. The reactants are BrC1=C(C=C(C=C1)CC#N)OC(F)(F)F (2-(4-bromo-3-(trifluoromethoxy)phenyl)acetonitrile). The solvent is C1CCOC1 (THF), C1CCOC1 (THF). Conditions: temperature 75 celsius. The product is BrC1=C(C=C(C=C1)CCN)OC(F)(F)F (2-(4-Bromo-3-(trifluoromethoxy)phenyl)ethanamine). Yield: 88.8%. RXN SMILES: [Br:1][C:2]1[CH:7]=[CH:6][C:5]([CH2:8][C:9]#[N:10])=[CH:4][C:3]=1[O:11][C:12]([F:15])([F:14])[F:13]>C1COCC1>[Br:1][C:2]1[CH:7]=[CH:6][C:5]([CH2:8][CH2:9][NH2:10])=[CH:4][C:3]=1[O:11][C:12]([F:13])([F:15])[F:14]. Reported procedure: To a solution of 2-(4-bromo-3-(trifluoromethoxy)phenyl)acetonitrile (800 mg, 2.86 mmol) in THF (40 mL) was added a solution of borane dimethyl sulfide complex in THF (2 M, 2.15 mL, 4.3 mmol) at 0° C. The resulting solution was heated at 75° C. for 2 h under nitrogen atmosphere. The reaction was quenched with MeOH (10 mL) at 0° C. and concentrated under vacuum to afford the crude title product (720 mg, 2.54 mmol). MS (ESI) m/z 283.9 M+, 291.1 [M+2]+. Run in C1CCOC1 (THF). RXN SMILES: [CH3:1][O:2][C:3]1[CH:12]=[C:11]2[C:6]([CH:7]=[CH:8][CH:9]=[C:10]2[C:13](=O)[C:14]([NH2:16])=O)=[CH:5][CH:4]=1.[Al+3].[Cl-].[Cl-].[Cl-].B.C1COCC1.O>C1COCC1>[CH3:1][O:2][C:3]1[CH:12]=[C:11]2[C:6]([CH:7]=[CH:8][CH:9]=[C:10]2[CH2:13][CH2:14][NH2:16])=[CH:5][CH:4]=1 |f:1.2.3.4,5.6|. The reactants are O (Water), COC1=CC=C2C=CC=C(C2=C1)C(C(=O)N)=O (2-(7-Methoxy-1-naphthyl)-2-oxoacetamide), B.C1CCOC1 (BH3.THF), [Al+3].[Cl-].[Cl-].[Cl-] (AlCl3). Isolated yield 80.0%. Product: COC1=CC=C2C=CC=C(C2=C1)CCN (2-(7-Methoxy-1-naphthyl)ethanamine). Procedure details: 480 mg of the compound obtained in Step B dissolved in THF (20 ml) are introduced into a reactor, followed by 2 eq. of AlCl3 and finally, slowly, 6 eq. of BH3.THF solution, and the reaction mixture is stirred for 2.5 hours. Water (12 ml) is then added, followed by 25 ml of 1N sodium hydroxide solution together with 800 mg of solid sodium hydroxide, and three extractions with methyl tert-butyl ether (20 ml) are carried out. The solvents are then dried over Na2SO4 and then evaporated off to yield ... Starting materials: BrC1=CN=CN1 (5-bromo-1H-imidazole), [H-].[Na+] (NaH), C[Si](C)(C)CCOCCl (SEMCl). Run in C1CCOC1 (THF). Run at temperature 0 celsius, time 2 hour. Product: BrC=1N=CN(C1)COCC[Si](C)(C)C (4-Bromo-1-{[2-(trimethylsilyl)ethoxy]methyl}-1H-imidazole). RXN SMILES: [Br:1][C:2]1[NH:6][CH:5]=[N:4][CH:3]=1.[H-].[Na+].[CH3:9][Si:10]([CH2:13][CH2:14][O:15][CH2:16]Cl)([CH3:12])[CH3:11]>C1COCC1>[Br:1][C:2]1[N:6]=[CH:5][N:4]([CH2:16][O:15][CH2:14][CH2:13][Si:10]([CH3:12])([CH3:11])[CH3:9])[CH:3]=1 |f:1.2|. Reported procedure: To a solution of 5-bromo-1H-imidazole (1.0 eq.) in thy THF (0.4 M solution) was added NaH (60%, 1.2 eq.) portionwise at 0° C. The mixture was stirred for 2 hr at 0° C., then SEMCl (1.2 eq.) was added and the mixture was stirred for 12 hr at RT. The reaction was quenched by the addition of sat. aq. NH4Cl solution and the mixture extracted with EtOAc. The organic layer was washed with brine, dried (Na2SO4) and concentrated under reduced pressure. The crude was purified by column chromatography on ... The reactants are CC(C)(C)OC(=O)CBr, O=C([O-])[O-], CC#N, [I-], [K+], [K+], [K+], CN(CC1CCc2c(O)cccc2C1)c1cnc(-c2ccccc2)c(-c2ccccc2)n1. The product is CN(CC1CCc2c(cccc2OCC(=O)OC(C)(C)C)C1)c1cnc(-c2ccccc2)c(-c2ccccc2)n1. RXN SMILES: [Br:33][CH2:34][C:35](=[O:36])[O:37][C:38]([CH3:39])([CH3:40])[CH3:41].[C:44](=[O:45])([O-:46])[O-:47].[CH3:50][C:51]#[N:52].[I-:43].[K+:42].[K+:48].[K+:49].[c:1]1(-[c:7]2[n:8][cH:9][c:10]([N:19]([CH3:20])[CH2:21][CH:22]3[CH2:23][c:24]4[cH:25][cH:26][cH:27][c:28]([OH:32])[c:29]4[CH2:30][CH2:31]3)[n:11][c:12]2-[c:13]2[cH:14][cH:15][cH:16][cH:17][cH:18]2)[cH:2][cH:3][cH:4][cH:5][cH:6]1>>[c:1]1(-[c:7]2[n:8][cH:9][c:10]([N:19]([CH3:20])[CH2:21][CH:22]3[CH2:23][c:24]4[cH:25][cH:26][cH:27][c:28]([O:32][CH2:34][C:35](=[O:36])[O:37][C:38]([CH3:39])([CH3:40])[CH3:41])[c:29]4[CH2:30][CH2:31]3)[n:11][c:12]2-[c:13]2[cH:14][cH:15][cH:16][cH:17][cH:18]2)[cH:2][cH:3][cH:4][cH:5][cH:6]1. The reactants are OO (hydrogen peroxide), NC1=C(C(=NN1)NC1=CC=C(C=C1)[N+](=O)[O-])C#N (5-amino-3-((4-nitrophenyl)amino)-1H-pyrazole-4-carbonitrile), C([O-])([O-])=O.[K+].[K+] (potassium carbonate), OO (hydrogen peroxide), ice water. Run in CS(=O)C (DMSO). Reaction conditions: time 2 hour. Yields the product NC1=C(C(=NN1)NC1=CC=C(C=C1)[N+](=O)[O-])C(=O)N (5-amino-3-((4-nitrophenyl)amino)-1H-pyrazole-4-carboxamide). Reaction SMILES: [NH2:1][C:2]1[NH:6][N:5]=[C:4]([NH:7][C:8]2[CH:13]=[CH:12][C:11]([N+:14]([O-:16])=[O:15])=[CH:10][CH:9]=2)[C:3]=1[C:17]#[N:18].C(=O)([O-])[O-:20].[K+].[K+].OO>CS(C)=O>[NH2:1][C:2]1[NH:6][N:5]=[C:4]([NH:7][C:8]2[CH:9]=[CH:10][C:11]([N+:14]([O-:16])=[O:15])=[CH:12][CH:13]=2)[C:3]=1[C:17]([NH2:18])=[O:20] |f:1.2.3|. Reported procedure: Dissolved 5-amino-3-((4-nitrophenyl)amino)-1H-pyrazole-4-carbonitrile in DMSO (20 mL), added potassium carbonate (0.50 eq), then added hydrogen peroxide solution (1.8 mL of 30% solution in H2O) dropwise over ice bath over the course of 10 minutes. After the final addition, kept on ice bath for 2 hrs, then heated to room temperature and stirred until complete by TLC. After 24 hrs, reaction had not come to completion, so the amount of hydrogen peroxide was doubled (additional 3.6 mL). Still incomp... Starting materials: C=CC#N, O, OC1CCCCC1, O=S(=O)(O)O. Product: C=CC(=O)NC1CCCCC1. As a reaction SMILES: [CH2:6]=[CH:7][C:8]#[N:9].[OH2:17].[OH:10][CH:11]1[CH2:12][CH2:13][CH2:14][CH2:15][CH2:16]1.[S:1]([OH:2])(=[O:3])(=[O:4])[OH:5]>>[O:2]=[C:8]([CH:7]=[CH2:6])[NH:9][CH:11]1[CH2:12][CH2:13][CH2:14][CH2:15][CH2:16]1.